This data is from the Open Reaction Database (ORD), a public repository of structured organic reaction records. The task is: describe an organic reaction: reactants, conditions, products, and yield Starting materials: COC(=O)C1CCC(O)(c2ncc(-c3cc(C)cc(Nc4nccc(C)n4)c3)s2)CC1(C)C, CO, Cl, [Na+], [OH-]. Yields the product Cc1cc(Nc2nccc(C)n2)cc(-c2cnc(C3(O)CCC(C(=O)O)C(C)(C)C3)s2)c1. Reaction SMILES: [CH3:1][O:2][C:3](=[O:4])[CH:5]1[C:6]([CH3:32])([CH3:33])[CH2:7][C:8]([c:11]2[s:12][c:13](-[c:16]3[cH:17][c:18]([CH3:30])[cH:19][c:20]([NH:22][c:23]4[n:24][cH:25][cH:26][c:27]([CH3:29])[n:28]4)[cH:21]3)[cH:14][n:15]2)([OH:31])[CH2:9][CH2:10]1.[CH3:37][OH:38].[ClH:36].[Na+:35].[OH-:34]>>[O:2]=[C:3]([OH:4])[CH:5]1[C:6]([CH3:32])([CH3:33])[CH2:7][C:8]([c:11]2[s:12][c:13](-[c:16]3[cH:17][c:18]([CH3:30])[cH:19][c:20]([NH:22][c:23]4[n:24][cH:25][cH:26][c:27]([CH3:29])[n:28]4)[cH:21]3)[cH:14][n:15]2)([OH:31])[CH2:9][CH2:10]1. The reactants are CI (methyl iodide), CN([C@@H]1CC[C@H](CC1)C(=O)NC1=C(OC2=C1C=CC=C2)C(=O)NC2=CC=C(C=C2)Cl)C (Trans-3-[4-(dimethylamino)cyclohexylcarbonylamino]-N-(4-chlorophenyl)benzofuran-2-carboxamide), dichloromethane diethyl ether. Run in ClCCl (dichloromethane). Conditions: time 5 hour. The product is [I-].ClC1=CC=C(C=C1)NC(=O)C=1OC2=C(C1NC(=O)C1CCC(CC1)[N+](C)(C)C)C=CC=C2 ([4-[2-(4-Chlorophenylcarbamoyl)benzofuran-3-ylcarbamoyl]cyclohexyl]trimethylammonium iodide). Reaction SMILES: [CH3:1][N:2]([CH3:31])[C@H:3]1[CH2:8][CH2:7][C@H:6]([C:9]([NH:11][C:12]2[C:16]3[CH:17]=[CH:18][CH:19]=[CH:20][C:15]=3[O:14][C:13]=2[C:21]([NH:23][C:24]2[CH:29]=[CH:28][C:27]([Cl:30])=[CH:26][CH:25]=2)=[O:22])=[O:10])[CH2:5][CH2:4]1.[CH3:32][I:33]>ClCCl>[I-:33].[Cl:30][C:27]1[CH:28]=[CH:29][C:24]([NH:23][C:21]([C:13]2[O:14][C:15]3[CH:20]=[CH:19][CH:18]=[CH:17][C:16]=3[C:12]=2[NH:11][C:9]([CH:6]2[CH2:7][CH2:8][CH:3]([N+:2]([CH3:32])([CH3:31])[CH3:1])[CH2:4][CH2:5]2)=[O:10])=[O:22])=[CH:25][CH:26]=1 |f:3.4|. Procedure: Trans-3-[4-(dimethylamino)cyclohexylcarbonylamino]-N-(4-chlorophenyl)benzofuran-2-carboxamide (106 mg) obtained in Example 308 is dissolved in dichloromethane (5 ml), and thereto is added methyl iodide (30 μl), and the mixture is stirred at room temperature for 5 hours. To the reaction solution is poured dichloromethane diethyl ether (1/5, 25 ml), and the precipitates are collected by filtration to give the title compound (126 mg). Starting materials: ClC1=C(C(=O)NC2=CC(=NN2C2=CC=CC=C2)C#N)C=C(C=C1)B1OC(C(O1)(C)C)(C)C (2-chloro-N-(3-cyano-1-phenyl-1H-pyrazol-5-yl)-5-(4,4,5,5-tetramethyl-1,3,2-dioxaborolan-2-yl)benzamide), BrC1=CC=CC(=N1)NC(C)=O (N-(6-bromopyridin-2-yl)acetamide), C([O-])([O-])=O.[Na+].[Na+] (sodium carbonate). Reagents/catalysts: C1=CC=C(C=C1)P([C-]2C=CC=C2)C3=CC=CC=C3.C1=CC=C(C=C1)P([C-]2C=CC=C2)C3=CC=CC=C3.Cl[Pd]Cl.[Fe+2] ([1,1′-bis(diphenylphosphino)ferrocene]dichloropalladium(II)). Solvent: C(C)(=O)OCC (ethyl acetate), O (water), O1CCOCC1 (dioxane), O (water). Reaction conditions: temperature 100 celsius. Product: C(C)(=O)NC1=CC=CC(=N1)C=1C=CC(=C(C(=O)NC2=CC(=NN2C2=CC=CC=C2)C#N)C1)Cl (5-(6-acetamidopyridin-2-yl)-2-chloro-N-(3-cyano-1-phenyl-1H-pyrazol-5-yl)benzamide). Yield: 45.5%. As a reaction SMILES: [Cl:1][C:2]1[CH:23]=[CH:22][C:21](B2OC(C)(C)C(C)(C)O2)=[CH:20][C:3]=1[C:4]([NH:6][C:7]1[N:11]([C:12]2[CH:17]=[CH:16][CH:15]=[CH:14][CH:13]=2)[N:10]=[C:9]([C:18]#[N:19])[CH:8]=1)=[O:5].Br[C:34]1[N:39]=[C:38]([NH:40][C:41](=[O:43])[CH3:42])[CH:37]=[CH:36][CH:35]=1.C(=O)([O-])[O-].[Na+].[Na+]>O1CCOCC1.C(OCC)(=O)C.O.C1C=CC(P(C2C=CC=CC=2)[C-]2C=CC=C2)=CC=1.C1C=CC(P(C2C=CC=CC=2)[C-]2C=CC=C2)=CC=1.Cl[Pd]Cl.[Fe+2]>[C:41]([NH:40][C:38]1[N:39]=[C:34]([C:21]2[CH:22]=[CH:23][C:2]([Cl:1])=[C:3]([CH:20]=2)[C:4]([NH:6][C:7]2[N:11]([C:12]3[CH:17]=[CH:16][CH:15]=[CH:14][CH:13]=3)[N:10]=[C:9]([C:18]#[N:19])[CH:8]=2)=[O:5])[CH:35]=[CH:36][CH:37]=1)(=[O:43])[CH3:42] |f:2.3.4,8.9.10.11|. Reported procedure: To a solution of 2-chloro-N-(3-cyano-1-phenyl-1H-pyrazol-5-yl)-5-(4,4,5,5-tetramethyl-1,3,2-dioxaborolan-2-yl)benzamide (Preparation 7, 0.5 mmol) in dioxane (5 mL) was added N-(6-bromopyridin-2-yl)acetamide (118 mg, 0.55 mmol), [1,1′-bis(diphenylphosphino)ferrocene]dichloropalladium(II) (41 mg, 0.05 mmol), sodium carbonate (183 mg, 1.72 mmol) and water (1 mL). The reaction was heated to 100° C. for 18 hours. The reaction was allowed to cool to room temperature and diluted with ethyl acetate (10 ... Solvent: C(C)OCC (diethyl ether). Reported procedure: Ethyl 4-hydroxybenzoate (15.0 g, 0.09 mol) is stirred into an initial mixture of KOH (6.3 g, 0.11 mol) in dist. water (60 ml) under protective gas. Dimethyl sulfate (8.8 ml, 0.09 mol) is added dropwise to the clear solution with stirring and ice-cooling such that the temperature does not exceed 15° C. After addition is complete, the cooling is removed, and to complete the reaction the reaction mixture is stirred at RT for 45 min and under reflux for 2 h, then cooled to RT. The deposited oil is t... Product: COC1=CC=C(C(=O)OCC)C=C1 (Ethyl 4-methoxybenzoate). As a reaction SMILES: [OH:1][C:2]1[CH:12]=[CH:11][C:5]([C:6]([O:8][CH2:9][CH3:10])=[O:7])=[CH:4][CH:3]=1.[OH-].[K+].O.S(OC)(O[CH3:20])(=O)=O>C(OCC)C>[CH3:20][O:1][C:2]1[CH:3]=[CH:4][C:5]([C:6]([O:8][CH2:9][CH3:10])=[O:7])=[CH:11][CH:12]=1 |f:1.2|. The reactants are OC1=CC=C(C(=O)OCC)C=C1 (Ethyl 4-hydroxybenzoate), S(=O)(=O)(OC)OC (Dimethyl sulfate), [OH-].[K+] (KOH), O (water). Reactants: BrC=1C=CC(=NC1C)C(N)=NN (5-bromo-6-methylpicolinohydrazonamide), C(=O)O (formic acid). Run at temperature 100 celsius, time 48 hour. Product: BrC=1C(=NC(=CC1)C1=NNC=N1)C (3-Bromo-2-methyl-6-(1H-1,2,4-triazol-3-yl)pyridine). The yield is 92.0%. RXN SMILES: [Br:1][C:2]1[CH:3]=[CH:4][C:5]([C:9](=[N:11][NH2:12])[NH2:10])=[N:6][C:7]=1[CH3:8].[CH:13](O)=O>>[Br:1][C:2]1[C:7]([CH3:8])=[N:6][C:5]([C:9]2[N:10]=[CH:13][NH:12][N:11]=2)=[CH:4][CH:3]=1. Reported procedure: A 500-mL, three-neck, round-bottom flask was equipped with a mechanical stirrer, a thermocouple connected to a J-KEM temperature controller and a reflux condenser. The flask was charged with 5-bromo-6-methylpicolinohydrazonamide (100 g, 0.463 mol) and formic acid (250 mL). The resulting solution was heated to 100° C. and stirred for 48 h. Formic acid was removed under reduced pressure and the resulting slurry was treated with water (1.5 L) while vigorously stirring. The mixture was filtered and ... The reactants are CC[Si](CC)(CC)OCCNc1cnc(N)cn1, ClCCl, CN(C)C=O, CS(=O)(=O)c1ccc(C(CC2CCCC2)C(=O)O)cc1Cl, O=C(Cl)C(=O)Cl, C1CCOC1, O, Cc1cccc(C)n1. Yields the product CC[Si](CC)(CC)OCCNc1cnc(NC(=O)C(CC2CCCC2)c2ccc(S(C)(=O)=O)c(Cl)c2)cn1. As a reaction SMILES: [CH2:28]([CH3:29])[Si:30]([O:31][CH2:32][CH2:33][NH:34][c:35]1[n:36][cH:37][c:38]([NH2:41])[n:39][cH:40]1)([CH2:42][CH3:43])[CH2:44][CH3:45].[CH2:54]([Cl:55])[Cl:56].[CH3:57][N:58]([CH3:59])[CH:60]=[O:61].[Cl:1][c:2]1[cH:3][c:4]([CH:12]([C:13](=[O:14])[OH:15])[CH2:16][CH:17]2[CH2:18][CH2:19][CH2:20][CH2:21]2)[cH:5][cH:6][c:7]1[S:8](=[O:9])(=[O:10])[CH3:11].[Cl:22][C:23]([C:24]([Cl:25])=[O:26])=[O:27].[O:62]1[CH2:63][CH2:64][CH2:65][CH2:66]1.[OH2:67].[n:46]1[c:47]([CH3:48])[cH:49][cH:50][cH:51][c:52]1[CH3:53]>>[Cl:1][c:2]1[cH:3][c:4]([CH:12]([C:13](=[O:15])[NH:41][c:38]2[cH:37][n:36][c:35]([NH:34][CH2:33][CH2:32][O:31][Si:30]([CH2:28][CH3:29])([CH2:42][CH3:43])[CH2:44][CH3:45])[cH:40][n:39]2)[CH2:16][CH:17]2[CH2:18][CH2:19][CH2:20][CH2:21]2)[cH:5][cH:6][c:7]1[S:8](=[O:9])(=[O:10])[CH3:11]. Reactants: BrB(Br)Br, COc1ccc(C2CCCCC2)c(C)c1, ClCCl. The product is Cc1cc(O)ccc1C1CCCCC1. RXN SMILES: [B:16]([Br:17])([Br:18])[Br:19].[CH:1]1([c:7]2[c:8]([CH3:15])[cH:9][c:10]([O:13][CH3:14])[cH:11][cH:12]2)[CH2:2][CH2:3][CH2:4][CH2:5][CH2:6]1.[Cl:20][CH2:21][Cl:22]>>[CH:1]1([c:7]2[c:8]([CH3:15])[cH:9][c:10]([OH:13])[cH:11][cH:12]2)[CH2:2][CH2:3][CH2:4][CH2:5][CH2:6]1. Reactants: C, CCO, CC(C)c1cc(B2OC(C)(C)C(C)(C)O2)ccc1OCC(=O)OCc1ccccc1, [H][H], [Pd]. Product: CC(C)c1cc(B2OC(C)(C)C(C)(C)O2)ccc1OCC(=O)O. As a reaction SMILES: [C:36].[CH3:33][CH2:34][OH:35].[CH:1]([CH3:2])([CH3:3])[c:4]1[c:5]([O:6][CH2:7][C:8](=[O:9])[O:10][CH2:11][c:12]2[cH:13][cH:14][cH:15][cH:16][cH:17]2)[cH:18][cH:19][c:20]([B:22]2[O:23][C:24]([CH3:29])([CH3:30])[C:25]([CH3:27])([CH3:28])[O:26]2)[cH:21]1.[H:31][H:32].[Pd:37]>>[CH:1]([CH3:2])([CH3:3])[c:4]1[c:5]([O:6][CH2:7][C:8](=[O:9])[OH:10])[cH:18][cH:19][c:20]([B:22]2[O:23][C:24]([CH3:29])([CH3:30])[C:25]([CH3:27])([CH3:28])[O:26]2)[cH:21]1.